describe an organic reaction: reactants, conditions, products, and yield From a dataset of the Open Reaction Database (ORD), a public repository of structured organic reaction records. Reactants: C(=O)(C(F)(F)F)O (TFA), C(C)(C)(C)OC(NCCC1=NC(=NO1)CCC)=O ([2-(3-propyl-[1,2,4]oxadiazol-5-yl)-ethyl]-carbamic acid tert-butyl ester). The solvent is C(Cl)Cl (DCM). Yields the product C(CC)C1=NOC(=N1)CCN (2-(3-Propyl-[1,2,4]oxadiazol-5-yl)-ethylamine). RXN SMILES: C(O)(C(F)(F)F)=O.C(OC(=O)[NH:14][CH2:15][CH2:16][C:17]1[O:21][N:20]=[C:19]([CH2:22][CH2:23][CH3:24])[N:18]=1)(C)(C)C>C(Cl)Cl>[CH2:22]([C:19]1[N:18]=[C:17]([CH2:16][CH2:15][NH2:14])[O:21][N:20]=1)[CH2:23][CH3:24]. Procedure details: TFA (6 ml) is added to a stirred solution of [2-(3-propyl-[1,2,4]oxadiazol-5-yl)-ethyl]-carbamic acid tert-butyl ester (0.67 g, 2.62 mmol) in DCM (10 ml). After 1 hor the solvents are removed to afford the titled compound.